This data is from the Open Reaction Database (ORD), a public repository of structured organic reaction records. The task is: describe an organic reaction: reactants, conditions, products, and yield Starting materials: O=C(C(Cl)c1ccccc1)N1CCc2c(cnc3[nH]ncc23)C1, c1ccc(CN2CCNCC2)nc1. The product is O=C(C(c1ccccc1)N1CCN(Cc2ccccn2)CC1)N1CCc2c(cnc3[nH]ncc23)C1. RXN SMILES: [Cl:14][CH:15]([C:16](=[O:17])[N:18]1[CH2:19][CH2:20][c:21]2[c:22]3[c:23]([n:24][cH:25][c:26]2[CH2:27]1)[nH:28][n:29][cH:30]3)[c:31]1[cH:32][cH:33][cH:34][cH:35][cH:36]1.[n:1]1[c:2]([CH2:7][N:8]2[CH2:9][CH2:10][NH:11][CH2:12][CH2:13]2)[cH:3][cH:4][cH:5][cH:6]1>>[n:1]1[c:2]([CH2:7][N:8]2[CH2:9][CH2:10][N:11]([CH:15]([C:16](=[O:17])[N:18]3[CH2:19][CH2:20][c:21]4[c:22]5[c:23]([n:24][cH:25][c:26]4[CH2:27]3)[nH:28][n:29][cH:30]5)[c:31]3[cH:32][cH:33][cH:34][cH:35][cH:36]3)[CH2:12][CH2:13]2)[cH:3][cH:4][cH:5][cH:6]1. Reactants: [Na] (Sodium), C(#N)C1=CC=NC=C1 (4-cyanopyridine), CC=1C=C(C(=O)NN)C=CN1 (2-methylisonicotinic acid hydrazide). Solvent: CO (methanol), CO (methanol). Run at temperature 260 celsius, time 30 minute. The product is N1=CC=C(C=C1)C1=NC(=NN1)C1=CC(=NC=C1)C (5-(4-pyridyl)-3-(2-methyl-4-pyridyl)-1,2,4-triazole). As a reaction SMILES: [Na].[C:2]([C:4]1[CH:9]=[CH:8][N:7]=[CH:6][CH:5]=1)#[N:3].[CH3:10][C:11]1[CH:12]=[C:13]([CH:18]=[CH:19][N:20]=1)[C:14]([NH:16][NH2:17])=O>CO>[N:7]1[CH:8]=[CH:9][C:4]([C:2]2[NH:17][N:16]=[C:14]([C:13]3[CH:18]=[CH:19][N:20]=[C:11]([CH3:10])[CH:12]=3)[N:3]=2)=[CH:5][CH:6]=1 |^1:0|. Reported procedure: Sodium (0.4 grams) is added to 4-cyanopyridine (8.3 grams, 0.08 mole) in methanol, and the solution is allowed to stand 30 minutes at room temperature. A suspension of 2-methylisonicotinic acid hydrazide (0.07 mole) in methanol (160 ml.) is added, and the resulting solution is heated at reflux for 30 minutes. After cooling, the intermediate acylamidrazone is collected by filtration. The acyclic intermediate is then heated at 260°C. for 15 minutes, after which the reaction is cooled to room tempe... Starting materials: COc1ccc2c(Nc3c(Cl)cncc3Cl)cc(=O)oc2c1OCC=CCO[Si](C)(C)C(C)(C)C, CCCC[N+](CCCC)(CCCC)CCCC, [F-], O. The product is COc1ccc2c(Nc3c(Cl)cncc3Cl)cc(=O)oc2c1OCC=CCO. As a reaction SMILES: [C:1]([Si:2]([CH3:3])([CH3:4])[O:6][CH2:7][CH:8]=[CH:9][CH2:10][O:11][c:12]1[c:13]([O:32][CH3:33])[cH:14][cH:15][c:16]2[c:17]([NH:23][c:24]3[c:25]([Cl:31])[cH:26][n:27][cH:28][c:29]3[Cl:30])[cH:18][c:19](=[O:22])[o:20][c:21]12)([CH3:5])([CH3:34])[CH3:35].[CH2:37]([N+:38]([CH2:39][CH2:40][CH2:41][CH3:42])([CH2:43][CH2:44][CH2:45][CH3:46])[CH2:47][CH2:48][CH2:49][CH3:50])[CH2:51][CH2:52][CH3:53].[F-:36].[OH2:54]>>[OH:6][CH2:7][CH:8]=[CH:9][CH2:10][O:11][c:12]1[c:13]([O:32][CH3:33])[cH:14][cH:15][c:16]2[c:17]([NH:23][c:24]3[c:25]([Cl:31])[cH:26][n:27][cH:28][c:29]3[Cl:30])[cH:18][c:19](=[O:22])[o:20][c:21]12. The reactants are C(C)OC(=O)C1=CN(C2=CC=C(C=C2C1=O)C=1C=NC(=CC1C=1SC=C(N1)C(F)(F)F)NC(=O)NCC)C[C@H]1N(CCOC1)C(=O)OC(C)(C)C ((R)-tert-butyl 3-((3-(ethoxycarbonyl)-6-(6-(3-ethylureido)-4-(4-(trifluoromethyl)thiazol-2-yl)pyridin-3-yl)-4-oxoquinolin-1(4H)-yl)methyl)morpholine-4-carboxylate), CO (MeOH), aq solution, [Li+].[OH-] (LiOH), C1CCOC1 (THF). Run at temperature 100 celsius, time 1 hour. The product is C(C)(C)(C)[C@@]1(N(CCOC1)C(=O)O)CN1C=C(C(C2=CC(=CC=C12)C=1C=NC(=CC1C=1SC=C(N1)C(F)(F)F)NC(=O)NCC)=O)C(=O)OCC ((R)-tert-butyl 3-((3-(ethoxycarbonyl)-6-(6-(3-ethylureido)-4-(4-(trifluoromethyl)thiazol-2-yl)pyridin-3-yl)-4-oxoquinolin-1(4H)-yl)methyl)morpholine-4-carboxylic acid). Yield: 36.0%. As a reaction SMILES: [CH2:1]([O:3][C:4]([C:6]1[C:15](=[O:16])[C:14]2[C:9](=[CH:10][CH:11]=[C:12]([C:17]3[CH:18]=[N:19][C:20]([NH:32][C:33]([NH:35][CH2:36][CH3:37])=[O:34])=[CH:21][C:22]=3[C:23]3[S:24][CH:25]=[C:26]([C:28]([F:31])([F:30])[F:29])[N:27]=3)[CH:13]=2)[N:8]([CH2:38][C@@H:39]2[CH2:44][O:43][CH2:42][CH2:41][N:40]2[C:45]([O:47]C(C)(C)C)=[O:46])[CH:7]=1)=[O:5])[CH3:2].[CH2:52]1[CH2:56]OC[CH2:53]1.[Li+].[OH-].[CH3:59]O>>[C:52]([C@@:39]1([CH2:38][N:8]2[C:9]3[C:14](=[CH:13][C:12]([C:17]4[CH:18]=[N:19][C:20]([NH:32][C:33]([NH:35][CH2:36][CH3:37])=[O:34])=[CH:21][C:22]=4[C:23]4[S:24][CH:25]=[C:26]([C:28]([F:30])([F:29])[F:31])[N:27]=4)=[CH:11][CH:10]=3)[C:15](=[O:16])[C:6]([C:4]([O:3][CH2:1][CH3:2])=[O:5])=[CH:7]2)[CH2:44][O:43][CH2:42][CH2:41][N:40]1[C:45]([OH:47])=[O:46])([CH3:53])([CH3:56])[CH3:59] |f:2.3|. Procedure details: (R)-tert-butyl 3-((3-(ethoxycarbonyl)-6-(6-(3-ethylureido)-4-(4-(trifluoromethyl)thiazol-2-yl)pyridin-3-yl)-4-oxoquinolin-1(4H)-yl)methyl)morpholine-4-carboxylate (Example 254, 0.150 g, 0.20 mmol) was suspended in MeOH (6 mL) in a microwave vessel (CEM). THF (3.00 mL) was added. A 2.0 M aq solution of LiOH (0.381 mL, 0.76 mmol) was added. The microwave vessel was heated in the microwave at 100° C. for 15 min After cooling to room temperature solvent was removed in vacuo and residue was taken up ...